This data is from the Open Reaction Database (ORD), a public repository of structured organic reaction records. The task is: describe an organic reaction: reactants, conditions, products, and yield Starting materials: ClC1=C(C(=O)OC)C=C(C=C1)N (methyl 2-chloro-5-aminobenzoate), C([O-])([O-])=O.[K+].[K+] (potassium carbonate), CI (methyl iodide). Run in C(C)#N (acetonitrile). Product: ClC1=C(C(=O)OC)C=C(C=C1)NC (Methyl 2-chloro-5-(methylamino)benzoate). Reaction SMILES: [Cl:1][C:2]1[CH:11]=[CH:10][C:9]([NH2:12])=[CH:8][C:3]=1[C:4]([O:6][CH3:7])=[O:5].[C:13](=O)([O-])[O-].[K+].[K+].CI>C(#N)C>[Cl:1][C:2]1[CH:11]=[CH:10][C:9]([NH:12][CH3:13])=[CH:8][C:3]=1[C:4]([O:6][CH3:7])=[O:5] |f:1.2.3|. Procedure: 55.0 g (296 mmol) of methyl 2-chloro-5-aminobenzoate and 49.1 g (356 mmol) of potassium carbonate are suspended in 500 ml of acetonitrile p.a. 22.1 ml (356 mmol) of methyl iodide are added dropwise to the reaction mixture. The suspension is then boiled under reflux for 3 hours. After cooling, the reaction mixture is filtered. The filtrate is diluted with water. The aqueous phase is extracted twice with ethyl acetate. The combined organic phases are dried over sodium sulphate and filtered. The so... The reactants are ClC=1C=NC(=C(C(=O)N(C)C)C1)NCCCN1CCN(CC1)C1=C(C=CC=C1)OC (5-chloro-2-{3-[4-(2-methoxyphenyl)piperazin-1-yl]propylamino}-N,N-dimethylnicotinamide), Cl (hydrochloric acid). Run in C(Cl)Cl (methylene chloride), CO (methanol). The product is Cl.ClC=1C=NC(=C(C(=O)N(C)C)C1)NCCCN1CCN(CC1)C1=C(C=CC=C1)OC (5-chloro-2-{3-[4-(2-methoxyphenyl)piperazin-1-yl]propyl-amino}-N,N-dimethylnicotinamide hydrochloride). The yield is 151.7%. Reaction SMILES: [Cl:1][C:2]1[CH:3]=[N:4][C:5]([NH:13][CH2:14][CH2:15][CH2:16][N:17]2[CH2:22][CH2:21][N:20]([C:23]3[CH:28]=[CH:27][CH:26]=[CH:25][C:24]=3[O:29][CH3:30])[CH2:19][CH2:18]2)=[C:6]([CH:12]=1)[C:7]([N:9]([CH3:11])[CH3:10])=[O:8].Cl>C(Cl)Cl.CO>[ClH:1].[Cl:1][C:2]1[CH:3]=[N:4][C:5]([NH:13][CH2:14][CH2:15][CH2:16][N:17]2[CH2:22][CH2:21][N:20]([C:23]3[CH:28]=[CH:27][CH:26]=[CH:25][C:24]=3[O:29][CH3:30])[CH2:19][CH2:18]2)=[C:6]([CH:12]=1)[C:7]([N:9]([CH3:10])[CH3:11])=[O:8] |f:4.5|. Procedure details: The 5-chloro-2-{3-[4-(2-methoxyphenyl)piperazin-1-yl]propylamino}-N,N-dimethylnicotinamide (0.188 g, 0.435 mmol) was dissolved in methylene chloride and the solution was treated with excess hydrochloric acid in methanol and concentrated to dryness. The residue was triturated with diethyl ether and then dried to give 5-chloro-2-{3-[4-(2-methoxyphenyl)piperazin-1-yl]propyl-amino}-N,N-dimethylnicotinamide hydrochloride (0.18 g, 0.33 mmol), Anal.: Calcd. for C22H30ClN5O2.(HCl)3.(C4H8O)0.3 : C, 49.08... Product: OC(c1cc(F)cc(S)c1)(C(F)(F)F)C(F)(F)F. Reactants: CCCC[N+](CCCC)(CCCC)CCCC, [F-], C[Si](C)(C)CCSc1cc(F)cc(C(O)(C(F)(F)F)C(F)(F)F)c1, CN(C)C=O, O. RXN SMILES: [CH3:26][CH2:27][CH2:28][CH2:29][N+:30]([CH2:31][CH2:32][CH2:33][CH3:34])([CH2:35][CH2:36][CH2:37][CH3:38])[CH2:39][CH2:40][CH2:41][CH3:42].[F-:25].[F:1][c:2]1[cH:3][c:4]([C:15]([C:16]([F:17])([F:18])[F:19])([C:20]([F:21])([F:22])[F:23])[OH:24])[cH:5][c:6]([S:8][CH2:9][CH2:10][Si:11]([CH3:12])([CH3:13])[CH3:14])[cH:7]1.[O:44]=[CH:45][N:46]([CH3:47])[CH3:48].[OH2:43]>>[F:1][c:2]1[cH:3][c:4]([C:15]([C:16]([F:17])([F:18])[F:19])([C:20]([F:21])([F:22])[F:23])[OH:24])[cH:5][c:6]([SH:8])[cH:7]1. Starting materials: COC(=O)c1ccc(CBr)c(Br)c1, CNC. Product: COC(=O)c1ccc(CN(C)C)c(Br)c1. As a reaction SMILES: [Br:1][c:2]1[cH:3][c:4]([C:5](=[O:6])[O:7][CH3:8])[cH:9][cH:10][c:11]1[CH2:12][Br:13].[CH3:14][NH:15][CH3:16]>>[Br:1][c:2]1[cH:3][c:4]([C:5](=[O:6])[O:7][CH3:8])[cH:9][cH:10][c:11]1[CH2:12][N:15]([CH3:14])[CH3:16].